From a dataset of the Open Reaction Database (ORD), a public repository of structured organic reaction records. describe an organic reaction: reactants, conditions, products, and yield Starting materials: ice, FC=1C=CC(=NC1)C=O (5-fluoropicolinaldehyde), CCCCC (pentane), C(C)(C)(C)[Li] (tert-butyllithium), [Li+].C[Si](C)(C)[N-][Si](C)(C)C (LiHMDS). The solvent is C1CCOC1 (THF), C1CCOC1 (THF). Conditions: temperature 0 celsius, time 20 minute. Product: FC=1C=CC(=NC1)C(C(C)(C)C)N (1-(5-Fluoropyridin-2-yl)-2,2-dimethylpropan-1-amine). Yield: 84.5%. Reaction SMILES: [F:1][C:2]1[CH:3]=[CH:4][C:5]([CH:8]=O)=[N:6][CH:7]=1.[Li+].C[Si]([N-:15][Si](C)(C)C)(C)C.CCCCC.[C:25]([Li])([CH3:28])([CH3:27])[CH3:26]>C1COCC1>[F:1][C:2]1[CH:3]=[CH:4][C:5]([CH:8]([NH2:15])[C:25]([CH3:28])([CH3:27])[CH3:26])=[N:6][CH:7]=1 |f:1.2|. Procedure: To an ice-cooled solution of 5-fluoropicolinaldehyde (0.10 g, 0.799 mmol) in THF (5 mL) was added a 1.0 M THF solution of LiHMDS (0.879 mL, 0.879 mmol). The violet solution was stirred at 0° C. for 20 min then cooled to −78° C. A 1.7 M pentane solution of tert-butyllithium (0.470 mL, 0.799 mmol) was added dropwise. Stirring was continued for 1.5 h at −78° C. The reaction was carefully quenched by addition of water (20 mL). The layers were separated, and the aqueous layer was extracted with ethyl...